From a dataset of the Open Reaction Database (ORD), a public repository of structured organic reaction records. describe an organic reaction: reactants, conditions, products, and yield Reactants: C1(=CC=CC=C1)C=1N=CN(C1)C1=CC=C(C=C1)CO ([4-(4-phenyl-1H-imidazol-1-yl)phenyl]methanol), N(=NC(=O)OC(C)C)C(=O)OC(C)C (diisopropyl azodicarboxylate), O1C(NC(C1)=O)=O (1,3-oxazolidine-2,4-dione), C1(=CC=CC=C1)P(C1=CC=CC=C1)C1=CC=CC=C1 (triphenylphosphine), solution, N (ammonia). Solvent: O1CCCC1 (tetrahydrofuran), O1CCCC1 (tetrahydrofuran), CC(=O)C (acetone), CO (methanol). Reaction conditions: time 8 hour. The product is C1(=CC=CC=C1)C=1N=CN(C1)C1=CC=C(C=C1)CNC(OCC(=O)N)=O (2-amino-2-oxoethyl [4-(4-phenyl-1H-imidazol-1-yl)phenyl]methylcarbamate). Isolated yield 30.6%. RXN SMILES: [C:1]1([C:7]2[N:8]=[CH:9][N:10]([C:12]3[CH:17]=[CH:16][C:15]([CH2:18]O)=[CH:14][CH:13]=3)[CH:11]=2)[CH:6]=[CH:5][CH:4]=[CH:3][CH:2]=1.[O:20]1[CH2:24][C:23](=[O:25])[NH:22][C:21]1=[O:26].C1(P(C2C=CC=CC=2)C2C=CC=CC=2)C=CC=CC=1.[N:46](C(OC(C)C)=O)=NC(OC(C)C)=O.N>O1CCCC1.CO.CC(C)=O>[C:1]1([C:7]2[N:8]=[CH:9][N:10]([C:12]3[CH:13]=[CH:14][C:15]([CH2:18][NH:46][C:21](=[O:26])[O:20][CH2:24][C:23]([NH2:22])=[O:25])=[CH:16][CH:17]=3)[CH:11]=2)[CH:2]=[CH:3][CH:4]=[CH:5][CH:6]=1. Reported procedure: A solution of 1.0 g (4 mmol) of [4-(4-phenyl-1H-imidazol-1-yl)phenyl]methanol, prepared in step 12.1., 0.485 g (4.80 mmol) of 1,3-oxazolidine-2,4-dione and 1.15 g (4.38 mmol) of triphenylphosphine in 16 ml of tetrahydrofuran, cooled by a bath of acetone and ice, is admixed dropwise with 0.80 g (4 mmol) of diisopropyl azodicarboxylate in solution in 2 ml of tetrahydrofuran. The mixture is subsequently warmed to ambient temperature again and stirred overnight. 9 ml of the solution are taken, to wh... Starting materials: CCO, CC(=O)O, NN, [Na+], O=C(O)Cc1ccc2c(c1)C(=O)Cc1cccnc1S2, [OH-], O, O, OCCOCCO. Product: O=C(O)Cc1ccc2c(c1)CCc1cccnc1S2. Reaction SMILES: [CH3:24][CH2:25][OH:26].[CH3:29][C:30](=[O:31])[OH:32].[NH2:22][NH2:23].[Na+:28].[O:1]=[C:2]1[c:3]2[c:4]([cH:13][cH:14][c:15]([CH2:17][C:18](=[O:19])[OH:20])[cH:16]2)[S:5][c:6]2[c:7]([cH:9][cH:10][cH:11][n:12]2)[CH2:8]1.[OH-:27].[OH2:21].[OH2:33].[OH:34][CH2:35][CH2:36][O:37][CH2:38][CH2:39][OH:40]>>[CH2:2]1[c:3]2[c:4]([cH:13][cH:14][c:15]([CH2:17][C:18](=[O:19])[OH:20])[cH:16]2)[S:5][c:6]2[c:7]([cH:9][cH:10][cH:11][n:12]2)[CH2:8]1.